This data is from the Open Reaction Database (ORD), a public repository of structured organic reaction records. The task is: describe an organic reaction: reactants, conditions, products, and yield Reactants: O (water), C(C)OC(CC=1C(=NNC1CC)CC)=O ((3,5-diethyl-1H-pyrazol-4-yl) acetic acid ethyl ester), [N+](=O)([O-])C1=CC=C(CBr)C=C1 (4-nitrobenzyl bromide), C(=O)([O-])[O-].[K+].[K+] (K2CO3). Run in C(C)#N (acetonitrile). Run at time 48 hour. The product is C(C)OC(CC=1C(=NN(C1CC)CC1=CC=C(C=C1)[N+](=O)[O-])CC)=O ([3,5-diethyl-1-(4-nitro-benzyl)-1H-pyrazol-4-yl]acetic acid ethyl ester). Yield: 69.5%. Reaction SMILES: [CH2:1]([O:3][C:4](=[O:15])[CH2:5][C:6]1[C:7]([CH2:13][CH3:14])=[N:8][NH:9][C:10]=1[CH2:11][CH3:12])[CH3:2].[N+:16]([C:19]1[CH:26]=[CH:25][C:22]([CH2:23]Br)=[CH:21][CH:20]=1)([O-:18])=[O:17].C([O-])([O-])=O.[K+].[K+].O>C(#N)C>[CH2:1]([O:3][C:4](=[O:15])[CH2:5][C:6]1[C:7]([CH2:13][CH3:14])=[N:8][N:9]([CH2:23][C:22]2[CH:25]=[CH:26][C:19]([N+:16]([O-:18])=[O:17])=[CH:20][CH:21]=2)[C:10]=1[CH2:11][CH3:12])[CH3:2] |f:2.3.4|. Procedure details: To a solution of (3,5-diethyl-1H-pyrazol-4-yl) acetic acid ethyl ester (10.95 g, 52.1 mmol) and 4-nitrobenzyl bromide (14.625 g, 68 mmol) in acetonitrile (110 mL) is added K2CO3 (10.80 g, 78.1 mmol) and the mixture is stirred for 48 hours at room temperature. The reaction mixture is poured into water and extracted twice with ethyl acetate. The organic phase is dried over MgSO4 and evaporated under reduced pressure. The residue is purified by MPLC with ethyl acetate/cyclohexane to yield 12.50 g [... The reactants are C(=O)([O-])[O-].[K+].[K+] (K2CO3), FC(C=1C=C(CN(C2=NC=C(C=N2)Br)CC=2C=C3C(=NC2N(CC2CC2)CC2CC2)N(N=C3C)C(C)(C)C)C=C(C1)C(F)(F)F)(F)F (5-(((3,5-Bis(trifluoromethyl)benzyl)(5-bromopyrimidin-2-yl)amino)methyl)-1-(tert-butyl)-N,N-bis(cyclopropylmethyl)-3-methyl-1H-pyrazolo[3,4-b]pyridin-6-amine), C(C(C)C)(=O)N (isobutyramide), N[C@H]1[C@@H](CCCC1)N (1,2-transdiaminocyclohexane). The reagents and catalysts are [Cu]I (CuI). Run in O1CCOCC1 (1,4-dioxane). Run at temperature 80 celsius, time 3 day. Product: C1(CC1)CN(C1=C(C=C2C(=N1)N(N=C2C)C(C)(C)C)CN(C2=NC=C(C=N2)NC(C(C)C)=O)CC2=CC(=CC(=C2)C(F)(F)F)C(F)(F)F)CC2CC2 (N-(2-(((6-(bis(cyclopropylmethyl)amino)-1-(tert-butyl)-3-methyl-1H-pyrazolo[3,4-b]pyridin-5-yl)methyl)(3,5-bis(trifluoromethyl)benzyl)amino)pyrimidin-5-yl) isobutyramide). Reaction SMILES: [F:1][C:2]([F:47])([F:46])[C:3]1[CH:4]=[C:5]([CH:39]=[C:40]([C:42]([F:45])([F:44])[F:43])[CH:41]=1)[CH2:6][N:7]([CH2:15][C:16]1[CH:17]=[C:18]2[C:33]([CH3:34])=[N:32][N:31]([C:35]([CH3:38])([CH3:37])[CH3:36])[C:19]2=[N:20][C:21]=1[N:22]([CH2:27][CH:28]1[CH2:30][CH2:29]1)[CH2:23][CH:24]1[CH2:26][CH2:25]1)[C:8]1[N:13]=[CH:12][C:11](Br)=[CH:10][N:9]=1.[C:48]([NH2:53])(=[O:52])[CH:49]([CH3:51])[CH3:50].N[C@@H]1CCCC[C@H]1N.C([O-])([O-])=O.[K+].[K+]>O1CCOCC1.[Cu]I>[CH:24]1([CH2:23][N:22]([CH2:27][CH:28]2[CH2:30][CH2:29]2)[C:21]2[N:20]=[C:19]3[N:31]([C:35]([CH3:38])([CH3:37])[CH3:36])[N:32]=[C:33]([CH3:34])[C:18]3=[CH:17][C:16]=2[CH2:15][N:7]([CH2:6][C:5]2[CH:4]=[C:3]([C:2]([F:47])([F:46])[F:1])[CH:41]=[C:40]([C:42]([F:45])([F:44])[F:43])[CH:39]=2)[C:8]2[N:13]=[CH:12][C:11]([NH:53][C:48](=[O:52])[CH:49]([CH3:51])[CH3:50])=[CH:10][N:9]=2)[CH2:26][CH2:25]1 |f:3.4.5|. Procedure: 5-(((3,5-Bis(trifluoromethyl)benzyl)(5-bromopyrimidin-2-yl)amino)methyl)-1-(tert-butyl)-N,N-bis(cyclopropylmethyl)-3-methyl-1H-pyrazolo[3,4-b]pyridin-6-amine (150 mg, 0.207 mmol) and isobutyramide (0.018 g, 0.207 mmol) were dissolved in 1,4-dioxane (5 ml) in a sealed tube to which 1,2-transdiaminocyclohexane (0.007 g, 0.062 mmol), and CuI (0.007 g, 0.078 mmol) were added. The reaction mixture was de-gassed for 15 min with argon. K2CO3 (0.057 g, 0.414 mmol) was added to the reaction mixture and i... Run at time 16 hour. Reported procedure: 3-Fluoro-5-nitrobenzoic acid (3 g, 16.2 mM), m-toluenesulfonic acid (1.54 g, 8.1 mM), and allyl alcohol (50 ml) were heated to reflux, passing the distillate through 3å molecular sieves, for 16 hours. After cooling, the mixture was neutralised with triethylamine, and solvent removed. The residue was dissolved in ethyl acetate, washed with 2M hydrochloric acid, aqueous NaHCO3, and brine, and dried over MgSO4. Crude product was purified by chromatography on silica, using a gradient elution from di... Reactants: FC=1C=C(C(=O)O)C=C(C1)[N+](=O)[O-] (3-Fluoro-5-nitrobenzoic acid), C1(=CC(=CC=C1)S(=O)(=O)O)C (m-toluenesulfonic acid), C(C=C)O (allyl alcohol). RXN SMILES: [F:1][C:2]1[CH:3]=[C:4]([CH:8]=[C:9]([N+:11]([O-:13])=[O:12])[CH:10]=1)[C:5]([OH:7])=[O:6].[C:14]1(C)[CH:19]=CC=C(S(O)(=O)=O)[CH:15]=1.C(O)C=C>C(N(CC)CC)C>[F:1][C:2]1[CH:3]=[C:4]([CH:8]=[C:9]([N+:11]([O-:13])=[O:12])[CH:10]=1)[C:5]([O:7][CH2:19][CH:14]=[CH2:15])=[O:6]. The solvent is C(C)N(CC)CC (triethylamine). Product: FC=1C=C(C(=O)OCC=C)C=C(C1)[N+](=O)[O-] (allyl 3-fluoro-5-nitrobenzoate). Yield: 67.1%. Run in O (water), C(C)O (ethanol), O (water), C(C)O (ethanol). As a reaction SMILES: [CH2:1]([N:8]1[CH2:13][CH2:12][CH:11]([NH:14][C:15]2[CH:20]=[C:19]([Cl:21])[CH:18]=[CH:17][C:16]=2[N+:22]([O-])=O)[CH2:10][CH2:9]1)[C:2]1[CH:7]=[CH:6][CH:5]=[CH:4][CH:3]=1.Cl.C([O-])(O)=O.[Na+]>O.C(O)C.[Fe]>[NH2:22][C:16]1[CH:17]=[CH:18][C:19]([Cl:21])=[CH:20][C:15]=1[NH:14][CH:11]1[CH2:10][CH2:9][N:8]([CH2:1][C:2]2[CH:7]=[CH:6][CH:5]=[CH:4][CH:3]=2)[CH2:13][CH2:12]1 |f:2.3|. The reagents and catalysts are [Fe] (iron). Yields the product NC1=C(C=C(C=C1)Cl)NC1CCN(CC1)CC1=CC=CC=C1 (1-Amino-2-[(1-benzylpiperid-4-yl)amino]-4-chlorobenzene). Reactants: Cl (hydrochloric acid), C(C1=CC=CC=C1)N1CCC(CC1)NC1=C(C=CC(=C1)Cl)[N+](=O)[O-] (2-[(1-Benzylpiperid-4-yl)amino]-4-chloro-1-nitrobenzene), C(=O)(O)[O-].[Na+] (NaHCO3). Procedure: A mixture of 20.75 g of the compound obtained in step A) and 10 g of iron powder in 19 ml of water and 19 ml of ethanol is brought to the reflux point. A solution of 37.5 ml of concentrated hydrochloric acid in 25 ml of water and 25 ml of ethanol is added dropwise to this mixture and reflux is maintained for 1 hour 30 minutes. After cooling, the reaction mixture is poured onto ice and then treated with a saturated solution of NaHCO3 and extracted with AcOEt. The extract is washed with water and ... Starting materials: [H-].[Na+] (NaH), COC=1C=C2C=CNC2=CC1 (5-methoxyindole), ClCCOS(=O)(=O)C1=CC=C(C=C1)C (2-chloroethyl-p-toluene sulfonate). Solvent: O1CCCC1 (tetrahydrofuran), O1CCCC1 (tetrahydrofuran). The product is ClCCN1C=CC2=CC(=CC=C12)OC (1-(2-chloroethyl)-5-methoxyindole). Yield: 35.7%. Reaction SMILES: [H-].[Na+].[CH3:3][O:4][C:5]1[CH:6]=[C:7]2[C:11](=[CH:12][CH:13]=1)[NH:10][CH:9]=[CH:8]2.[Cl:14][CH2:15][CH2:16]OS(C1C=CC(C)=CC=1)(=O)=O>O1CCCC1>[Cl:14][CH2:15][CH2:16][N:10]1[C:11]2[C:7](=[CH:6][C:5]([O:4][CH3:3])=[CH:13][CH:12]=2)[CH:8]=[CH:9]1 |f:0.1|. Procedure details: Into a flask of 500 ml capacity fitted with a stirrer and cooling tube, there were introduced 7.2 g (corresponding to 0.21 mol) of an oil dispersion of NaH, and 50 ml of tetrahydrofuran, and stirred on an ice-water bath. To this mixture there was added dropwise, a little at a time, a solution of 30.87 g (0.21 mol) of 5-methoxyindole dissolved in 100 ml of tetrahydrofuran. After completion of the dropwise addition, the ice-water bath was removed and the mixture was cooled for one hour at room tem...